Dataset: the Open Reaction Database (ORD), a public repository of structured organic reaction records. Task: describe an organic reaction: reactants, conditions, products, and yield Reactants: N[C@H](C(=O)OC[C@H]1O[C@H](C[C@@H]1O)N1C(N=C2C(=C1)C=C(O2)C2=CC=C(C=C2)CCCCC)=O)C(C)C ((S)-((2R,3S,5R)-(3-Hydroxy-5-(2-oxo-6-(4-pentylphenyl)furo[2,3-d]pyrimidin-3(2H)-yl)-tetrahydrofuran-2-yl))methyl 2-amino-3-methylbutanoate), Cl.CC(C)O (HCl IPA). Conditions: temperature 7.5 celsius, time 1 hour. The product is Cl.NC(C(=O)OC[C@H]1O[C@H](C[C@@H]1O)N1C(N=C2C(=C1)C=C(O2)C2=CC=C(C=C2)CCCCC)=O)C(C)C ((2R,3S,5R)-(3-Hydroxy-5-(2-oxo-6-(4-pentylphenyl)furo[2,3-d]pyrimidin-3(2H)-yl)-tetrahydrofuran-2-yl)methyl 2-amino-3-methylbutanoate Hydrochloride). Reaction SMILES: [NH2:1][C@@H:2]([CH:34]([CH3:36])[CH3:35])[C:3]([O:5][CH2:6][C@@H:7]1[C@@H:11]([OH:12])[CH2:10][C@H:9]([N:13]2[CH:18]=[C:17]3[CH:19]=[C:20]([C:22]4[CH:27]=[CH:26][C:25]([CH2:28][CH2:29][CH2:30][CH2:31][CH3:32])=[CH:24][CH:23]=4)[O:21][C:16]3=[N:15][C:14]2=[O:33])[O:8]1)=[O:4].[ClH:37].CC(O)C>>[ClH:37].[NH2:1][CH:2]([CH:34]([CH3:35])[CH3:36])[C:3]([O:5][CH2:6][C@@H:7]1[C@@H:11]([OH:12])[CH2:10][C@H:9]([N:13]2[CH:18]=[C:17]3[CH:19]=[C:20]([C:22]4[CH:23]=[CH:24][C:25]([CH2:28][CH2:29][CH2:30][CH2:31][CH3:32])=[CH:26][CH:27]=4)[O:21][C:16]3=[N:15][C:14]2=[O:33])[O:8]1)=[O:4] |f:1.2,3.4|. Procedure: The above reaction mixture from Example 14 was cooled to 5-10° C. and was added with 20% of HCl IPA solution until pH 2˜3. The mixture was stirred for additional 1 h and was filtered. The filter cake was washed with 140 mL of dichloromethane. 12.2 g of desired crude product were obtained. The overall yield from Example 11 was 71.1% and the purity was 97%. The crude product was recrystallized with methanol/dichloromethane/MTBE to give the desired pure product: